The task is: describe an organic reaction: reactants, conditions, products, and yield. This data is from the Open Reaction Database (ORD), a public repository of structured organic reaction records. The reactants are S(O)(O)(=O)=O (sulfuric acid), ClC=1C=C(C(=O)O)C=C(C1)Cl (3,5-dichlorobenzoic acid), CO (methanol). The product is ClC=1C=C(C(=O)OC)C=C(C1)Cl (methyl 3,5-dichlorobenzoate). The yield is 90.6%. Reaction SMILES: S(=O)(=O)(O)O.[Cl:6][C:7]1[CH:8]=[C:9]([CH:13]=[C:14]([Cl:16])[CH:15]=1)[C:10]([OH:12])=[O:11].[CH3:17]O>>[Cl:6][C:7]1[CH:8]=[C:9]([CH:13]=[C:14]([Cl:16])[CH:15]=1)[C:10]([O:12][CH3:17])=[O:11]. Reported procedure: 10 g of concentrated sulfuric acid was added to a methanol (120 g) solution of 50 g of 3,5-dichlorobenzoic acid, and the mixture was refluxed by heating for 5 hours. After cooling the reaction solution to room temperature, the solvent was distilled off under reduced pressure. The obtained residue was dissolved into 200 g of ethyl acetate, washed with water (200 g×2), then washed with a saturated aqueous solution of sodium bicarbonate, and further washed with water. After drying the organic phase...